From a dataset of the Open Reaction Database (ORD), a public repository of structured organic reaction records. describe an organic reaction: reactants, conditions, products, and yield Starting materials: CC(C)(C)OC(=O)OC(=O)OC(C)(C)C, C1CCOC1, [Cl-], Nc1ccc(Oc2ccc(F)cc2)c(C(F)(F)F)c1, [H-], CI, [NH4+], [Na+]. The product is CNc1ccc(Oc2ccc(F)cc2)c(C(F)(F)F)c1. As a reaction SMILES: [C:20]([O:21][C:22]([O:23][C:24]([CH3:25])([CH3:26])[CH3:27])=[O:28])([O:29][C:30]([CH3:31])([CH3:32])[CH3:33])=[O:34].[CH2:41]1[O:42][CH2:43][CH2:44][CH2:45]1.[Cl-:39].[F:1][c:2]1[cH:3][cH:4][c:5]([O:6][c:7]2[c:8]([C:14]([F:15])([F:16])[F:17])[cH:9][c:10]([NH2:11])[cH:12][cH:13]2)[cH:18][cH:19]1.[H-:35].[I:37][CH3:38].[NH4+:40].[Na+:36]>>[F:1][c:2]1[cH:3][cH:4][c:5]([O:6][c:7]2[c:8]([C:14]([F:15])([F:16])[F:17])[cH:9][c:10]([NH:11][CH3:20])[cH:12][cH:13]2)[cH:18][cH:19]1.